describe an organic reaction: reactants, conditions, products, and yield From a dataset of the Open Reaction Database (ORD), a public repository of structured organic reaction records. Reactants: ClC=1N=C(C2=C(N1)C=C(S2)C=2C=C(C(=O)O)C=CC2)N2CCOCC2 (3-(2-Chloro-4-morpholinothieno[3,2-d]pyrimidin-6-yl)benzoic acid), NC[C@H](C)O ((S)-(+)-1-amino-2-propanol). The product is ClC=1N=C(C2=C(N1)C=C(S2)C=2C=C(C(=O)NC[C@H](C)O)C=CC2)N2CCOCC2 (3-(2-chloro-4-morpholinothieno[3,2-d]pyrimidin-6-yl)-N-((S)-2-hydroxypropyl)benzamide). Reaction SMILES: [Cl:1][C:2]1[N:3]=[C:4]([N:20]2[CH2:25][CH2:24][O:23][CH2:22][CH2:21]2)[C:5]2[S:10][C:9]([C:11]3[CH:12]=[C:13]([CH:17]=[CH:18][CH:19]=3)[C:14](O)=[O:15])=[CH:8][C:6]=2[N:7]=1.[NH2:26][CH2:27][C@@H:28]([OH:30])[CH3:29]>>[Cl:1][C:2]1[N:3]=[C:4]([N:20]2[CH2:21][CH2:22][O:23][CH2:24][CH2:25]2)[C:5]2[S:10][C:9]([C:11]3[CH:12]=[C:13]([CH:17]=[CH:18][CH:19]=3)[C:14]([NH:26][CH2:27][C@@H:28]([OH:30])[CH3:29])=[O:15])=[CH:8][C:6]=2[N:7]=1. Procedure details: 3-(2-Chloro-4-morpholinothieno[3,2-d]pyrimidin-6-yl)benzoic acid (49 mg) was reacted with (S)-(+)-1-amino-2-propanol via General Procedure B to yield 3-(2-chloro-4-morpholinothieno[3,2-d]pyrimidin-6-yl)-N-((S)-2-hydroxypropyl)benzamide. 3-(2-Chloro-4-morpholinothieno[3,2-d]pyrimidin-6-yl)-N-((S)-2-hydroxypropyl)benzamide (56 mg) was coupled to 4-(4,4,5,5-tetramethyl-1,3,2-dioxaborolan-2-yl)-1H-indazole 7 via General Procedure A to yield 24.8 mg of 336. MS (Q1) 515.2 (M)+